Dataset: the Open Reaction Database (ORD), a public repository of structured organic reaction records. Task: describe an organic reaction: reactants, conditions, products, and yield Starting materials: C(=O)([O-])[O-].[Cs+].[Cs+] (Cs2CO3), C(C1=CC=CC=C1)OC1=NN2C(C(NCCC2)=O)=C1 (2-(benzyloxy)-5,6,7,8-tetrahydro-4H-pyrazolo[1,5-a][1,4]diazepin-4-one), BrCC1CC1 ((bromomethyl)cyclopropane). Solvent: CN(C)C=O (DMF), ice water. Conditions: temperature 150 celsius, time 18 hour. The product is C(C1=CC=CC=C1)OC1=NN2C(C(N(CCC2)CC2CC2)=O)=C1 (2-(benzyloxy)-5-(cyclopropylmethyl)-5,6,7,8-tetrahydro-4H-pyrazolo[1,5-a][1,4]diazepin-4-one). The yield is 26.9%. Reaction SMILES: C([O-])([O-])=O.[Cs+].[Cs+].[CH2:7]([O:14][C:15]1[CH:25]=[C:18]2[C:19](=[O:24])[NH:20][CH2:21][CH2:22][CH2:23][N:17]2[N:16]=1)[C:8]1[CH:13]=[CH:12][CH:11]=[CH:10][CH:9]=1.Br[CH2:27][CH:28]1[CH2:30][CH2:29]1>CN(C=O)C>[CH2:7]([O:14][C:15]1[CH:25]=[C:18]2[C:19](=[O:24])[N:20]([CH2:27][CH:28]3[CH2:30][CH2:29]3)[CH2:21][CH2:22][CH2:23][N:17]2[N:16]=1)[C:8]1[CH:9]=[CH:10][CH:11]=[CH:12][CH:13]=1 |f:0.1.2|. Reported procedure: To a solution of Cs2CO3 (0.8 g, 2.43 mmol) in DMF (10 mL) were added 2-(benzyloxy)-5,6,7,8-tetrahydro-4H-pyrazolo[1,5-a][1,4]diazepin-4-one (0.3 g, 1.16 mmol) and (bromomethyl)cyclopropane (0.3 g, 2.34 mmol) at 0° C. The mixture was stirred at 150° C. for 18 hours. The mixture was diluted with ice-water and extracted with AcOEt. The organic layer was separated, dried (Na2SO4), filtered and the solvents evaporated in vacuo. The crude product was purified by flash column chromatography (silica; Ac...